This data is from the Open Reaction Database (ORD), a public repository of structured organic reaction records. The task is: describe an organic reaction: reactants, conditions, products, and yield The reactants are COC(=O)C1CCN(CC1)C1=NC(=NC(=C1)Cl)OC (1-(6-chloro-2-methoxy-pyrimidin-4-yl)-piperidine-4-carboxylic acid methyl ester), CN1C(CCC1)=O (N-methylpyrrolidinone), ClC1=C(C=CC(=C1)Cl)CCN (2-(2,4-dichloro-phenyl)-ethylamine), ClC1=C(C=CC(=C1)Cl)CCN (2-(2,4-dichloro-phenyl)-ethylamine), C([O-])(O)=O.[Na+] (sodium bicarbonate). Solvent: O (water). Run at temperature 140 celsius, time 12 hour. Product: COC(=O)C1CCN(CC1)C1=NC(=NC(=C1)NCCC1=C(C=C(C=C1)Cl)Cl)OC (1-{6-[2-(2,4-dichloro-phenyl)-ethylamino]-2-methoxy-pyrimidin-4-yl}-piperidine-4-carboxylic acid methyl ester). The yield is 44.3%. RXN SMILES: [CH3:1][O:2][C:3]([CH:5]1[CH2:10][CH2:9][N:8]([C:11]2[CH:16]=[C:15](Cl)[N:14]=[C:13]([O:18][CH3:19])[N:12]=2)[CH2:7][CH2:6]1)=[O:4].[Cl:20][C:21]1[CH:26]=[C:25]([Cl:27])[CH:24]=[CH:23][C:22]=1[CH2:28][CH2:29][NH2:30].C(=O)(O)[O-].[Na+].CN1CCCC1=O>O>[CH3:1][O:2][C:3]([CH:5]1[CH2:10][CH2:9][N:8]([C:11]2[CH:16]=[C:15]([NH:30][CH2:29][CH2:28][C:22]3[CH:23]=[CH:24][C:25]([Cl:27])=[CH:26][C:21]=3[Cl:20])[N:14]=[C:13]([O:18][CH3:19])[N:12]=2)[CH2:7][CH2:6]1)=[O:4] |f:2.3|. Procedure details: In a tube is combined 1-(6-chloro-2-methoxy-pyrimidin-4-yl)-piperidine-4-carboxylic acid methyl ester [103 mg, 0.36 mmol], 2-(2,4-dichloro-phenyl)-ethylamine (0.163 mL, 1.08 mmol), sodium bicarbonate (181 mg, 2.16 mmol) and N-methylpyrrolidinone (2 mL). The mixture is heated at 140° C. for 12 h. Additional 2-(2,4-dichloro-phenyl)-ethylamine (0.2 mL, 1.33 mmol) is added and heating at 140° C. is continued for another 12 h. The mixture is diluted with water (30 mL) and extracted twice with EtOAc (...